This data is from the Open Reaction Database (ORD), a public repository of structured organic reaction records. The task is: describe an organic reaction: reactants, conditions, products, and yield Reactants: OCCCCCCCCCBr, O=C1NC(=O)c2ccccc21, [K], CN(C)C=O. Product: O=C1c2ccccc2C(=O)N1CCCCCCCCCO. RXN SMILES: [Br:1][CH2:2][CH2:3][CH2:4][CH2:5][CH2:6][CH2:7][CH2:8][CH2:9][CH2:10][OH:11].[C:13]1(=[O:23])[c:14]2[c:15]([cH:19][cH:20][cH:21][cH:22]2)[C:16](=[O:18])[NH:17]1.[K:12].[O:24]=[CH:25][N:26]([CH3:27])[CH3:28]>>[CH2:2]([CH2:3][CH2:4][CH2:5][CH2:6][CH2:7][CH2:8][CH2:9][CH2:10][OH:11])[N:17]1[C:13](=[O:23])[c:14]2[c:15]([cH:19][cH:20][cH:21][cH:22]2)[C:16]1=[O:18]. Starting materials: O=S(=O)(OS(=O)(=O)C(F)(F)F)C(F)(F)F, O, CC(C)Cc1cc(CCC#N)ccc1-c1ccc(O)c(Cc2cccc3ccccc23)c1, c1ccncc1. Yields the product CC(C)Cc1cc(CCC#N)ccc1-c1ccc(OS(=O)(=O)C(F)(F)F)c(Cc2cccc3ccccc23)c1. As a reaction SMILES: [F:1][C:2]([F:3])([F:4])[S:5](=[O:6])(=[O:7])[O:8][S:9]([C:10]([F:11])([F:12])[F:13])(=[O:14])=[O:15].[OH2:48].[OH:16][c:17]1[c:18]([CH2:37][c:38]2[cH:39][cH:40][cH:41][c:42]3[cH:43][cH:44][cH:45][cH:46][c:47]23)[cH:19][c:20](-[c:23]2[c:24]([CH2:33][CH:34]([CH3:35])[CH3:36])[cH:25][c:26]([CH2:29][CH2:30][C:31]#[N:32])[cH:27][cH:28]2)[cH:21][cH:22]1.[cH:49]1[cH:50][cH:51][n:52][cH:53][cH:54]1>>[F:1][C:2]([F:3])([F:4])[S:5](=[O:6])(=[O:7])[O:8][c:17]1[c:18]([CH2:37][c:38]2[cH:39][cH:40][cH:41][c:42]3[cH:43][cH:44][cH:45][cH:46][c:47]23)[cH:19][c:20](-[c:23]2[c:24]([CH2:33][CH:34]([CH3:35])[CH3:36])[cH:25][c:26]([CH2:29][CH2:30][C:31]#[N:32])[cH:27][cH:28]2)[cH:21][cH:22]1.